From a dataset of the Open Reaction Database (ORD), a public repository of structured organic reaction records. describe an organic reaction: reactants, conditions, products, and yield Reactants: COC(=O)C=1NC2=CC(=CC=C2C1)OC (6-methoxy-1H-indole-2-carboxylic acid methyl ester), BrCC1=CC=CC2=CC=CC=C12 (1-bromomethyl-naphthalene). Product: COC1=CC=C2C=C(N(C2=C1)CC1=CC=CC2=CC=CC=C12)C(=O)O (6-Methoxy-1-naphthalen-1-ylmethyl-1H-indole-2-carboxylic acid). RXN SMILES: C[O:2][C:3]([C:5]1[NH:6][C:7]2[C:12]([CH:13]=1)=[CH:11][CH:10]=[C:9]([O:14][CH3:15])[CH:8]=2)=[O:4].Br[CH2:17][C:18]1[C:27]2[C:22](=[CH:23][CH:24]=[CH:25][CH:26]=2)[CH:21]=[CH:20][CH:19]=1>>[CH3:15][O:14][C:9]1[CH:8]=[C:7]2[C:12]([CH:13]=[C:5]([C:3]([OH:2])=[O:4])[N:6]2[CH2:17][C:18]2[C:27]3[C:22](=[CH:23][CH:24]=[CH:25][CH:26]=3)[CH:21]=[CH:20][CH:19]=2)=[CH:11][CH:10]=1. Procedure: Using general procedure B, 6-methoxy-1H-indole-2-carboxylic acid methyl ester was coupled with 1-bromomethyl-naphthalene and the product obtained was hydrolyzed to give the title compound as a white solid. MS: 330.1 ([M−H]−).